This data is from the Open Reaction Database (ORD), a public repository of structured organic reaction records. The task is: describe an organic reaction: reactants, conditions, products, and yield Starting materials: S1C(=CC=C1)C(=O)O (2-thiophenecarboxylic acid), [Cl-].[Mg+2].[Cl-] (magnesium chloride), C(C)OC(CC(=O)[O-])=O (3-ethoxy-3-oxopropanoate), C(=O)(N1C=NC=C1)N1C=NC=C1 (1,1′-Carbonyldiimidazole). Solvent: O (water), O1CCCC1 (tetrahydrofurane), O1CCCC1 (tetrahydrofurane). Run at time 1 hour. Yields the product O=C(CC(=O)OCC)C=1SC=CC1 (ethyl 3-oxo-3-(2-thienyl)propanoate). Yield: 78.1%. As a reaction SMILES: [S:1]1[CH:5]=[CH:4][CH:3]=[C:2]1[C:6]([OH:8])=O.C(N1C=CN=C1)(N1C=CN=C1)=O.[Cl-].[Mg+2].[Cl-].[CH2:24]([O:26][C:27](=[O:32])[CH2:28]C([O-])=O)[CH3:25]>O1CCCC1.O>[O:8]=[C:6]([C:2]1[S:1][CH:5]=[CH:4][CH:3]=1)[CH2:28][C:27]([O:26][CH2:24][CH3:25])=[O:32] |f:2.3.4|. Procedure: To a suspension of 2-thiophenecarboxylic acid (6.48 g, 50.57 mmol) in tetrahydrofurane (100 ml) at 5. was added 1,1′-Carbonyldiimidazole (8.61 g, 53.09 mmol) by portions. The mixture was allowed to warm to room temperature, and the stirring was continued for 1 hour. The reaction mixture was added into a suspension mixture of magnesium chloride (4.86 g, 51.07 mmol) and pottasium 3-ethoxy-3-oxopropanoate (12.91 g, 75.85 mmol) in tetrahydrofurane (50 ml). After being stirred at 50. for 2 hours and ... The reactants are sodium dihydro-bis (2-methoxyethoxy)aluminate, COC(=O)C1=NN(C2=CC=CC=C12)S(=O)(=O)C1=CC=C(C=C1)C (1-(4-Methylphenyl)sulfonyl-1H-indazole-3-carboxylic acid methyl ester), [OH-].[Na+] (NaOH). Run in C1(=CC=CC=C1)C (toluene), C1CCOC1 (THF), C1CCOC1 (THF). Reaction conditions: temperature 5 celsius, time 2 hour. Product: OCC1=NN(C2=CC=CC=C12)S(=O)(=O)C1=CC=C(C=C1)C (3-Hydroxymethyl-1-(4-methylphenyl)sulfonyl-1H-indazole). The yield is 47.5%. As a reaction SMILES: C[O:2][C:3]([C:5]1[C:13]2[C:8](=[CH:9][CH:10]=[CH:11][CH:12]=2)[N:7]([S:14]([C:17]2[CH:22]=[CH:21][C:20]([CH3:23])=[CH:19][CH:18]=2)(=[O:16])=[O:15])[N:6]=1)=O.[OH-].[Na+]>C1COCC1.C1(C)C=CC=CC=1>[OH:2][CH2:3][C:5]1[C:13]2[C:8](=[CH:9][CH:10]=[CH:11][CH:12]=2)[N:7]([S:14]([C:17]2[CH:18]=[CH:19][C:20]([CH3:23])=[CH:21][CH:22]=2)(=[O:16])=[O:15])[N:6]=1 |f:1.2|. Procedure: To a stirred suspension of ester of Step 1 (31.0 g, 94 mmol) in dry THF (600 mL) cooled at 5° C. and under nitrogen was added dropwise and at this temperature a solution of Red-A1 (sodium dihydro-bis (2-methoxyethoxy)aluminate--70% in toluene) (34 mL, 114 mmol) in dry THF (30 mL). After stirring 2 hours at 5° C., and then 1 hour at room temperature the mixture was cooled at 10° C. and treated dropwise with 2N NaOH (100 mL) to effect hydrolysis of the intermediate complex. The organic phase was s... Reported procedure: A mixture of N-(2-chloroethyl)-1,2-benzisothiazole-3-carboxamide (3.5 g) and 1-(4-fluorobenzoyl)piperidine (3.63 g) in dry 1-methyl-2-pyrrolidinone (125 ml) was heated with stirring to 180° C., under nitrogen. After 3 hr, the reaction mixture was cooled to room temperature and poured into saturated aqueous sodium carbonate solution. The aqueous phase was extracted with ethyl acetate, and the combined organic extracts were washed with water, dried over anhydrous magnesium sulfate, filtered, and t... Yields the product O.Cl.FC1=CC=C(C(=O)N2CCC(CC2)CCNC(=O)C2=NSC3=C2C=CC=C3)C=C1.FC1=CC=C(C(=O)N3CCC(CC3)CCNC(=O)C3=NSC2=C3C=CC=C2)C=C1.Cl (N-[2-(1-(4-Fluorobenzoyl)-4-piperidinyl)ethyl]-1,2-benzisothiazole-3-carboxamide hydrochloride hemihydrate). As a reaction SMILES: [Cl:1][CH2:2][CH2:3][NH:4][C:5]([C:7]1[C:11]2[CH:12]=[CH:13][CH:14]=[CH:15][C:10]=2[S:9][N:8]=1)=[O:6].[F:16][C:17]1[CH:30]=[CH:29][C:20]([C:21]([N:23]2[CH2:28][CH2:27][CH2:26][CH2:25][CH2:24]2)=[O:22])=[CH:19][CH:18]=1.C(=O)([O-])[O-].[Na+].[Na+]>CN1CCCC1=O>[OH2:6].[ClH:1].[F:16][C:17]1[CH:18]=[CH:19][C:20]([C:21]([N:23]2[CH2:24][CH2:25][CH:26]([CH2:2][CH2:3][NH:4][C:5]([C:7]3[C:11]4[CH:12]=[CH:13][CH:14]=[CH:15][C:10]=4[S:9][N:8]=3)=[O:6])[CH2:27][CH2:28]2)=[O:22])=[CH:29][CH:30]=1.[F:16][C:17]1[CH:18]=[CH:19][C:20]([C:21]([N:23]2[CH2:24][CH2:25][CH:26]([CH2:2][CH2:3][NH:4][C:5]([C:7]3[C:11]4[CH:12]=[CH:13][CH:14]=[CH:15][C:10]=4[S:9][N:8]=3)=[O:6])[CH2:27][CH2:28]2)=[O:22])=[CH:29][CH:30]=1.[ClH:1] |f:2.3.4,6.7.8.9.10|. Run at temperature 180 celsius, time 3 hour. Solvent: CN1C(CCC1)=O (1-methyl-2-pyrrolidinone). Yield: 27.3%. The reactants are ClCCNC(=O)C1=NSC2=C1C=CC=C2 (N-(2-chloroethyl)-1,2-benzisothiazole-3-carboxamide), FC1=CC=C(C(=O)N2CCCCC2)C=C1 (1-(4-fluorobenzoyl)piperidine), C([O-])([O-])=O.[Na+].[Na+] (sodium carbonate). Reactants: ClC[C@H](O)C1=CC=CC=C1 ((1R)-2-chloro-1-phenylethanol), CC(C(=O)NC1=CC(=CC=C1)C1CCNCC1)C (2-methyl-N-[3-(4-piperidinyl)phenyl]propanamide). Product: O[C@@H](CN1CCC(CC1)C=1C=C(C=CC1)NC(C(C)C)=O)C1=CC=CC=C1 (N-(3-{1-[(2R)-2-HYDROXY-2-PHENYLETHYL]-4-PIPERIDINYL}PHENYL)-2-METHYLPROPANAMIDE). Reaction SMILES: Cl[CH2:2][C@@H:3]([C:5]1[CH:10]=[CH:9][CH:8]=[CH:7][CH:6]=1)[OH:4].[CH3:11][CH:12]([CH3:28])[C:13]([NH:15][C:16]1[CH:21]=[CH:20][CH:19]=[C:18]([CH:22]2[CH2:27][CH2:26][NH:25][CH2:24][CH2:23]2)[CH:17]=1)=[O:14]>>[OH:4][C@H:3]([C:5]1[CH:10]=[CH:9][CH:8]=[CH:7][CH:6]=1)[CH2:2][N:25]1[CH2:26][CH2:27][CH:22]([C:18]2[CH:17]=[C:16]([NH:15][C:13](=[O:14])[CH:12]([CH3:11])[CH3:28])[CH:21]=[CH:20][CH:19]=2)[CH2:23][CH2:24]1. Reported procedure: Prepared by Procedure G and Scheme B1 using (1R)-2-chloro-1-phenylethanol and 2-methyl-N-[3-(4-piperidinyl)phenyl]propanamide: ESMS m/e: 367.2 (M+H)+.